From a dataset of the Open Reaction Database (ORD), a public repository of structured organic reaction records. describe an organic reaction: reactants, conditions, products, and yield Reactants: CC(C)NC(=O)C(C=CC1=CC=C(C=C1)Cl)=O (N-(1-methylethyl)-4-chlorocinnamoylcarboxamide), ClC1=CC(=CC=C1)C(=O)OO (m-chloroperbenzoic acid), S(C=1C(=CC(=C(C1)C(C)(C)C)O)C)C=1C(=CC(=C(C1)C(C)(C)C)O)C (4,4'-thiobis(6-tert-butyl-m-cresol)), C(CCl)Cl (ethylene dichloride). The product is CC(C)NC(=O)C1OC1C1=CC=C(C=C1)Cl (N-(1-Methylethyl)-3-(4-Chlorophenyl)-2-Oxiranecarboxamide). RXN SMILES: [CH3:1][CH:2]([NH:4][C:5]([C:7](=O)C=CC1C=CC(Cl)=CC=1)=[O:6])[CH3:3].Cl[C:19]1[CH:24]=[CH:23][CH:22]=[C:21]([C:25]([O:27]O)=O)[CH:20]=1.S(C1C(C)=CC(O)=C(C(C)(C)C)C=1)C1C(C)=CC(O)=C(C(C)(C)C)C=1.C(Cl)C[Cl:56]>>[CH3:1][CH:2]([NH:4][C:5]([CH:7]1[CH:25]([C:21]2[CH:20]=[CH:19][C:24]([Cl:56])=[CH:23][CH:22]=2)[O:27]1)=[O:6])[CH3:3]. Reported procedure: This compound was prepared from N-(1-methylethyl)-4-chlorocinnamoylcarboxamide (18.3 g.), m-chloroperbenzoic acid (19.4 g.), 4,4'-thiobis(6-tert-butyl-m-cresol) (0.3 g.), and ethylene dichloride (250 ml.) as described in Example 7, and purified by recrystallization from ether. The compound melted at 139°-141°, and weighed 11.7 g. The analytical sample which was obtained by another recrystallization from ether melted at 143°-145°. Reactants: CC(=O)Cl, Cc1cccc(O)c1, ClCCl, c1ccncc1. Yields the product CC(=O)Oc1cccc(C)c1. RXN SMILES: [CH3:15][C:16]([Cl:17])=[O:18].[CH3:1][c:2]1[cH:3][cH:4][cH:5][c:6]([OH:7])[cH:8]1.[Cl:19][CH2:20][Cl:21].[cH:9]1[cH:10][cH:11][n:12][cH:13][cH:14]1>>[CH3:1][c:2]1[cH:3][cH:4][cH:5][c:6]([O:7][C:16]([CH3:15])=[O:18])[cH:8]1. The reactants are FC(C=1C=CC2=C(NC(S2)=O)C1)(F)F (5-trifluoromethyl-3H-benzothiazol-2-one), CN(CCCOC=1C=NC(=NC1)C=1C=C(C=CC1)CO)C ({3-[5-(3-dimethylaminopropoxy)pyrimidin-2-yl]phenyl}methanol), C1(=CC=CC=C1)P(C1=CC=CC=C1)C1=CC=CC=C1 (triphenylphosphine), N(=NC(=O)OC(C)(C)C)C(=O)OC(C)(C)C (di-tert-butyl azodicarboxylate), C1(=CC=CC=C1)P(C1=CC=CC=C1)C1=CC=CC=C1 (triphenylphosphine), N(=NC(=O)OC(C)(C)C)C(=O)OC(C)(C)C (di-tert-butyl azodicarboxylate). Run at time 30 minute. Yields the product CN(CCCOC=1C=NC(=NC1)C=1C=C(CN2C(SC3=C2C=C(C=C3)C(F)(F)F)=O)C=CC1)C (3-{3-[5-(3-dimethylaminopropoxy)pyrimidin-2-yl]benzyl}-5-trifluoromethyl-3H-benzothiazol-2-one). Reaction SMILES: [F:1][C:2]([F:14])([F:13])[C:3]1[CH:4]=[CH:5][C:6]2[S:10][C:9](=[O:11])[NH:8][C:7]=2[CH:12]=1.[CH3:15][N:16]([CH3:35])[CH2:17][CH2:18][CH2:19][O:20][C:21]1[CH:22]=[N:23][C:24]([C:27]2[CH:28]=[C:29]([CH2:33]O)[CH:30]=[CH:31][CH:32]=2)=[N:25][CH:26]=1.C1(P(C2C=CC=CC=2)C2C=CC=CC=2)C=CC=CC=1.N(C(OC(C)(C)C)=O)=NC(OC(C)(C)C)=O>>[CH3:35][N:16]([CH3:15])[CH2:17][CH2:18][CH2:19][O:20][C:21]1[CH:26]=[N:25][C:24]([C:27]2[CH:28]=[C:29]([CH:30]=[CH:31][CH:32]=2)[CH2:33][N:8]2[C:7]3[CH:12]=[C:3]([C:2]([F:1])([F:13])[F:14])[CH:4]=[CH:5][C:6]=3[S:10][C:9]2=[O:11])=[N:23][CH:22]=1. Procedure details: A suspension of 114 mg (0.52 mmol) of 5-trifluoromethyl-3H-benzothiazol-2-one, 150 mg (0.52 mmol) of {3-[5-(3-dimethylaminopropoxy)pyrimidin-2-yl]phenyl}methanol and 261 mg (0.78 mmol) of polymer-bound triphenylphosphine (3mmol/g) is shaken at room temperature for 30 min. 178 mg (0.78 mmol) of di-tert-butyl azodicarboxylate are added to the suspension, and, after the mixture has been stirred at room temperature for 24 h, 50 mg (0.15 mmol) of polymer-bound triphenylphosphine (3 mmol/g) and 35 mg ...